From a dataset of the Open Reaction Database (ORD), a public repository of structured organic reaction records. describe an organic reaction: reactants, conditions, products, and yield Reactants: CC(=O)CC(C)C, Fc1ccc(C(CCCCl)c2ccc(F)cc2)cc1, [I-], O=c1[nH]c2cc(I)ccc2n1C1CCNCC1, [K+], [Na+], [Na+], O=C([O-])[O-], O. Yields the product O=c1[nH]c2cc(I)ccc2n1C1CCN(CCCC(c2ccc(F)cc2)c2ccc(F)cc2)CC1. RXN SMILES: [CH3:46][CH:47]([CH3:48])[CH2:49][C:50](=[O:51])[CH3:52].[Cl:1][CH2:2][CH2:3][CH2:4][CH:5]([c:6]1[cH:7][cH:8][c:9]([F:12])[cH:10][cH:11]1)[c:13]1[cH:14][cH:15][c:16]([F:19])[cH:17][cH:18]1.[I-:44].[I:20][c:21]1[cH:22][c:23]2[c:24]([n:25]([CH:29]3[CH2:30][CH2:31][NH:32][CH2:33][CH2:34]3)[c:26](=[O:28])[nH:27]2)[cH:35][cH:36]1.[K+:43].[Na+:37].[Na+:38].[O-:39][C:40](=[O:41])[O-:42].[OH2:45]>>[CH2:2]([CH2:3][CH2:4][CH:5]([c:6]1[cH:7][cH:8][c:9]([F:12])[cH:10][cH:11]1)[c:13]1[cH:14][cH:15][c:16]([F:19])[cH:17][cH:18]1)[N:32]1[CH2:31][CH2:30][CH:29]([n:25]2[c:24]3[c:23]([cH:22][c:21]([I:20])[cH:36][cH:35]3)[nH:27][c:26]2=[O:28])[CH2:34][CH2:33]1. Reactants: CN(C)c1cc([N+](=O)[O-])ccc1-n1cnc2ncnc-2n1, CC(=O)O, [H][H]. Product: CN(C)c1cc(N)ccc1-n1cnc2ncnc-2n1. As a reaction SMILES: [CH3:1][N:2]([c:3]1[c:4](-[n:12]2[n:13][c:14]3[n:20][cH:19][n:18][c:15]-3[n:16][cH:17]2)[cH:5][cH:6][c:7]([N+:9]([O-:10])=[O:11])[cH:8]1)[CH3:21].[CH3:24][C:25](=[O:26])[OH:27].[H:22][H:23]>>[CH3:1][N:2]([c:3]1[c:4](-[n:12]2[n:13][c:14]3[n:20][cH:19][n:18][c:15]-3[n:16][cH:17]2)[cH:5][cH:6][c:7]([NH2:9])[cH:8]1)[CH3:21]. Starting materials: CC(C)(C)OC(=O)N1CCC(O)C1, COc1cc(C=O)ccc1O, CCOC(=O)N=NC(=O)OCC, C1CCOC1, c1ccc(P(c2ccccc2)c2ccccc2)cc1. Product: COc1cc(C=O)ccc1OC1CCN(C(=O)OC(C)(C)C)C1. As a reaction SMILES: [C:12]([CH3:13])([CH3:14])([CH3:15])[O:16][C:17](=[O:18])[N:19]1[CH2:20][CH:21]([OH:24])[CH2:22][CH2:23]1.[O:1]=[CH:2][c:3]1[cH:4][c:5]([O:6][CH3:7])[c:8]([OH:9])[cH:10][cH:11]1.[O:44]=[C:45]([O:46][CH2:47][CH3:48])[N:49]=[N:50][C:51]([O:52][CH2:53][CH3:54])=[O:55].[O:56]1[CH2:57][CH2:58][CH2:59][CH2:60]1.[c:25]1([P:26]([c:27]2[cH:28][cH:29][cH:30][cH:31][cH:32]2)[c:33]2[cH:34][cH:35][cH:36][cH:37][cH:38]2)[cH:39][cH:40][cH:41][cH:42][cH:43]1>>[O:1]=[CH:2][c:3]1[cH:4][c:5]([O:6][CH3:7])[c:8]([O:9][CH:21]2[CH2:20][N:19]([C:17]([O:16][C:12]([CH3:13])([CH3:14])[CH3:15])=[O:18])[CH2:23][CH2:22]2)[cH:10][cH:11]1. Reactants: CCCCCO, CN(C)c1ccncc1, ClCCl, Cc1ccc(S(=O)(=O)Cl)cc1, c1ccncc1. Yields the product CCCCCOS(=O)(=O)c1ccc(C)cc1. Reaction SMILES: [CH3:1][CH2:2][CH2:3][CH2:4][CH2:5][OH:6].[CH3:27][N:28]([CH3:29])[c:30]1[cH:31][cH:32][n:33][cH:34][cH:35]1.[Cl:18][CH2:19][Cl:20].[c:7]1([CH3:17])[cH:8][cH:9][c:10]([S:13](=[O:14])(=[O:15])[Cl:16])[cH:11][cH:12]1.[cH:21]1[cH:22][cH:23][n:24][cH:25][cH:26]1>>[CH3:1][CH2:2][CH2:3][CH2:4][CH2:5][O:6][S:13]([c:10]1[cH:9][cH:8][c:7]([CH3:17])[cH:12][cH:11]1)(=[O:14])=[O:15]. The solvent is C(C)(=O)O (acetic acid), O (water). Starting materials: ( 10-12 ), [OH-].[Na+] (NaOH), N1CCOCC1 (morpholine), N1C(=CC=C1)C(CC)=O (1-(1H-pyrrol-2-yl)-propan-1-one), C=O (formaldehyde). Yields the product N1(CCOCC1)CC1C=C(N=C1)C(CC)=O (1-(4-Morpholin-4-ylmethyl-4H-pyrrol-2-yl)-propan-1-one). Conditions: time 8 hour. RXN SMILES: [NH:1]1[CH2:6][CH2:5][O:4][CH2:3][CH2:2]1.[NH:7]1[CH:11]=[CH:10][CH:9]=[C:8]1[C:12](=[O:15])[CH2:13][CH3:14].[CH2:16]=O.[OH-].[Na+]>C(O)(=O)C.O>[N:1]1([CH2:16][CH:10]2[CH:11]=[N:7][C:8]([C:12](=[O:15])[CH2:13][CH3:14])=[CH:9]2)[CH2:6][CH2:5][O:4][CH2:3][CH2:2]1 |f:3.4|. Procedure: To a solution of morpholine (89.3 mmoles) in acetic acid (50 ml) at 0° C. there are added 1-(1H-pyrrol-2-yl)-propan-1-one (81.2 mmoles) and formaldehyde (89.3 mmoles) 37% in water. The reaction mixture is stirred overnight at ambient temperature. After concentration of the mixture, the solution is brought to alkaline pH (10-12) using 20% aqueous NaOH solution at 0° C. and is then extracted with DCM. The organic phase is washed with water and with saturated aqueous NaCl solution, dried over sodiu... Reactants: C(C)OC(CC(=O)NC(CC(=O)OCC)(C)C)=O (ethyl 3-[(3-ethoxy-3-oxopropanoyl)amino]-3-methylbutanoate). Solvent: C1(=CC=CC=C1)C (toluene). Conditions: temperature 80 celsius. Yields the product CC1(CC(C(C(N1)=O)C(=O)OCC)=O)C (ethyl 6,6-dimethyl-2,4-dioxopiperidine-3-carboxylate). As a reaction SMILES: [CH2:1]([O:3][C:4](=[O:18])[CH2:5][C:6]([NH:8][C:9]([CH3:17])([CH3:16])[CH2:10][C:11]([O:13]CC)=O)=[O:7])[CH3:2]>C1(C)C=CC=CC=1>[CH3:17][C:9]1([CH3:16])[NH:8][C:6](=[O:7])[CH:5]([C:4]([O:3][CH2:1][CH3:2])=[O:18])[C:11](=[O:13])[CH2:10]1. Procedure: To a solution of sodium ethoxide, obtained from sodium metal (0.122 g, 5.55 mmol) in anhydrous ethanol (7 mL), a solution of ethyl 3-[(3-ethoxy-3-oxopropanoyl)amino]-3-methylbutanoate (1.2 g, 4.62 mmol) in dry toluene (7 mL) was added dropwise at room temperature, under stirring. The reaction mixture was heated at 80° C. for 2 hours then it was concentrated to reduced volume and the residue was dissolved in toluene (15 mL). The organic phase was extracted with water (40 mL), the aqueous phase wa... Reactants: CC1=C(C(CCC1O)(C)C)/C=C/C(=C\C=C\C(=C\C(=O)O)\C)/C (4-hydroxy-9-cis-retinoic acid), CC(=O)OI1(C=2C=CC=CC2C(=O)O1)(OC(=O)C)OC(=O)C (Dess-Martin reagent), C(=O)(O)[O-].[Na+] (NaHCO3). The solvent is CCOCC (ether), C(Cl)Cl (CH2Cl2). Reaction conditions: time 5 minute. Yields the product CC1=C(C(CCC1=O)(C)C)/C=C/C(=C\C=C\C(=C\C(=O)O)\C)/C (4-keto-9-cis-retinoic acid). The yield is 89.1%. RXN SMILES: [CH3:1][C:2]1[CH:7]([OH:8])[CH2:6][CH2:5][C:4]([CH3:10])([CH3:9])[C:3]=1/[CH:11]=[CH:12]/[C:13](/[CH3:23])=[CH:14]\[CH:15]=[CH:16]\[C:17](\[CH3:22])=[CH:18]\[C:19]([OH:21])=[O:20].CC(OI1(OC(C)=O)(OC(C)=O)OC(=O)C2C=CC=CC1=2)=O.C([O-])(O)=O.[Na+]>C(Cl)Cl.CCOCC>[CH3:1][C:2]1[C:7](=[O:8])[CH2:6][CH2:5][C:4]([CH3:9])([CH3:10])[C:3]=1/[CH:11]=[CH:12]/[C:13](/[CH3:23])=[CH:14]\[CH:15]=[CH:16]\[C:17](\[CH3:22])=[CH:18]\[C:19]([OH:21])=[O:20] |f:2.3|. Procedure: To a solution of 4-hydroxy-9-cis-retinoic acid (16 mg, 0.05 mmole) in CH2Cl2 (1.5 ml) was added Dess-Martin reagent [see Dess and Martin in J. Org. Chem. 48:4155 (1983)] (42 mg, 0.1 mmole) in one portion at 25° C. After stirring for 5 minutes, the mixture was diluted with 10 ml of ether and to this was added saturated aqueous NaHCO3 (5 ml) containing Na2 SO3 (55 mg). The mixture was stirred for 20 minutes to dissolve the solid and the layers separated. The ether layer was washed with H2O (2×5 ml...